Dataset: the Open Reaction Database (ORD), a public repository of structured organic reaction records. Task: describe an organic reaction: reactants, conditions, products, and yield The solvent is C(C)(C)O (isopropanol). The reactants are aqueous solution, OCCOC(C(=C)C)=O (2-hydroxyethylmethacrylate), [Cl-].C[N+](CCCNC(C(=C)C)=O)(C)C (N-(3-trimethylammoniopropyl)methacrylamide chloride), C(C)(C)NC(C=C)=O (N-iso-propylacrylamide). Procedure details: To a 500 mL round-bottom, three-neck flask fitted with a thermocouple, reflux condenser, and septum was added 150 mL of isopropanol followed by 8.9 g of a 50% aqueous solution of N-(3-trimethylammoniopropyl)methacrylamide chloride, 15.3 g of N-iso-propylacrylamide, and 4.4 g of 2-hydroxyethylmethacrylate. The solution was purged with nitrogen for 1 hour and 0.5 g of AIBN was added. The mixture was purged for 15 min until all of the AIBN dissolved. The solution was heated to 75° C. under nitrogen... Conditions: temperature 75 celsius. RXN SMILES: [Cl-:1].[CH3:2][N+:3]([CH3:14])([CH3:13])[CH2:4][CH2:5][CH2:6][NH:7][C:8](=[O:12])[C:9]([CH3:11])=[CH2:10].[CH:15]([NH:18][C:19](=[O:22])[CH:20]=[CH2:21])([CH3:17])[CH3:16].[OH:23][CH2:24][CH2:25][O:26][C:27](=[O:31])[C:28]([CH3:30])=[CH2:29]>C(O)(C)C>[CH3:11][C:9]([C:8]([NH:7][CH2:6][CH2:5][CH2:4][N+:3]([CH3:14])([CH3:2])[CH3:13])=[O:12])=[CH2:10].[Cl-:1].[CH:15]([NH:18][C:19](=[O:22])[CH:20]=[CH2:21])([CH3:17])[CH3:16].[CH3:30][C:28]([C:27]([O:26][CH2:25][CH2:24][OH:23])=[O:31])=[CH2:29] |f:0.1,5.6.7.8|. Product: CC(=C)C(=O)NCCC[N+](C)(C)C.[Cl-].C(C)(C)NC(C=C)=O.CC(=C)C(=O)OCCO (MAPTAC N-Isopropylacrylamide HEMA). Starting materials: [H-].[Na+] (sodium hydride), N1N=CC=C1 (pyrazole), FC=1C=C(OC2=CC=C(OCCCBr)C=C2)C=C(C1)F (3-[4-(3,5-difluorophenoxy)phenoxy]propyl bromide), resultant mixture. The solvent is CN(C=O)C (N,N-dimethylformamide), CN(C=O)C (N,N-dimethylformamide), C(C)(=O)OCC (ethyl acetate). Reaction conditions: time 5 hour. Product: FC=1C=C(OC2=CC=C(OCCCN3N=CC=C3)C=C2)C=C(C1)F (1-{3-[4-(3,5-difluorophenoxy)phenoxy]propyl}pyrazole). The yield is 87.3%. As a reaction SMILES: [H-].[Na+].[NH:3]1[CH:7]=[CH:6][CH:5]=[N:4]1.[F:8][C:9]1[CH:10]=[C:11]([CH:24]=[C:25]([F:27])[CH:26]=1)[O:12][C:13]1[CH:23]=[CH:22][C:16]([O:17][CH2:18][CH2:19][CH2:20]Br)=[CH:15][CH:14]=1>CN(C)C=O.C(OCC)(=O)C>[F:8][C:9]1[CH:10]=[C:11]([CH:24]=[C:25]([F:27])[CH:26]=1)[O:12][C:13]1[CH:14]=[CH:15][C:16]([O:17][CH2:18][CH2:19][CH2:20][N:3]2[CH:7]=[CH:6][CH:5]=[N:4]2)=[CH:22][CH:23]=1 |f:0.1|. Procedure details: To a mixture of anhydrous N,N-dimethylformamide (30 ml) and sodium hydride (60% oil suspension; 0.70 g), pyrazole (1.19 g) was added, and the resultant mixture was stirred for 30 minutes. A solution of 3-[4-(3,5-difluorophenoxy)phenoxy]propyl bromide (5.00 g) in anhydrous N,N-dimethylformamide (20 ml) was dropwise added thereto, followed by stirring at room temperature for 5 hours. The reaction mixture was diluted with ethyl acetate (200 ml), washed with a saturated aqueous ammonium chloride sol... Reactants: C1(=CC=CC=C1)CO[C@@H]1[C@@H](C=O)O[C@@H]([C@H]1OCC1=CC=CC=C1)COCC1=CC=CC=C1 (2,5-anhydro-3,4,6-tris-O-(phenylmethyl)-D-mannose), C1(=CC=CC=C1)P(C1=CC=CC=C1)(C1=CC=CC=C1)=CP(OC1=CC=CC=C1)(OC1=CC=CC=C1)=O (diphenyl triphenylphosphoranylidenemethylphosphonate). Run in C1(=CC=CC=C1)C (toluene). The product is O(C1=CC=CC=C1)P(=O)(C=C[C@@H]1[C@@H](OCC2=CC=CC=C2)[C@H](OCC2=CC=CC=C2)[C@H](O1)COCC1=CC=CC=C1)OC1=CC=CC=C1 (3,6-Anhydro-1,2-dideoxy-1-(diphenoxyphosphinyl)-4,5,7-tris-O-(phenylmethyl)-D-manno-hept-1-enitol). Reaction SMILES: [C:1]1([CH2:7][O:8][C@H:9]2[C@H:15]([O:16][CH2:17][C:18]3[CH:23]=[CH:22][CH:21]=[CH:20][CH:19]=3)[C@@H:14]([CH2:24][O:25][CH2:26][C:27]3[CH:32]=[CH:31][CH:30]=[CH:29][CH:28]=3)[O:13][C@@H:10]2[CH:11]=O)[CH:6]=[CH:5][CH:4]=[CH:3][CH:2]=1.C1(P(=[CH:52][P:53](=[O:68])([O:61][C:62]2[CH:67]=[CH:66][CH:65]=[CH:64][CH:63]=2)[O:54][C:55]2[CH:60]=[CH:59][CH:58]=[CH:57][CH:56]=2)(C2C=CC=CC=2)C2C=CC=CC=2)C=CC=CC=1>C1(C)C=CC=CC=1>[O:61]([P:53]([O:54][C:55]1[CH:56]=[CH:57][CH:58]=[CH:59][CH:60]=1)([CH:52]=[CH:11][C@H:10]1[O:13][C@H:14]([CH2:24][O:25][CH2:26][C:27]2[CH:32]=[CH:31][CH:30]=[CH:29][CH:28]=2)[C@@H:15]([O:16][CH2:17][C:18]2[CH:23]=[CH:22][CH:21]=[CH:20][CH:19]=2)[C@@H:9]1[O:8][CH2:7][C:1]1[CH:2]=[CH:3][CH:4]=[CH:5][CH:6]=1)=[O:68])[C:62]1[CH:63]=[CH:64][CH:65]=[CH:66][CH:67]=1. Procedure: An 880 mg portion of 2,5-anhydro-3,4,6-tris-O-(phenylmethyl)-D-mannose was dissolved in 6 ml of dry toluene and treated with 1.11 g of diphenyl triphenylphosphoranylidenemethylphosphonate at reflux temperature for 36 hours. Purification by chromatography, eluting with hexane:ethyl acetate afforded 660 mg of the desired compound. Reactants: C=1C=CN=C(C1)C=2C=CC(=CC2)C(=O)NC/C=C/CN3CCN(CC3)C4=CC=CC(=C4Cl)Cl (PG01037), 2006/0106030, ClC1=CC(=CC=C1)C(=O)OO (meta-chloroperbenzoic acid). The solvent is ClCCl (dichloromethane). Reaction conditions: time 16 hour. Product: ClC1=C(C=CC=C1Cl)N1CC[N+](CC1)(C\C=C\CNC(C1=CC=C(C=C1)C1=NC=CC=C1)=O)[O-] (4-(2,3-Dichlorophenyl)-1-(4-(4-(pyridin-2-yl)benzamido)-trans-but-2-enyl)-piperazine 1-oxide). RXN SMILES: [CH:1]1[CH:2]=[CH:3][N:4]=[C:5]([C:7]2[CH:8]=[CH:9][C:10]([C:13]([NH:15][CH2:16]/[CH:17]=[CH:18]/[CH2:19][N:20]3[CH2:25][CH2:24][N:23]([C:26]4[C:31]([Cl:32])=[C:30]([Cl:33])[CH:29]=[CH:28][CH:27]=4)[CH2:22][CH2:21]3)=[O:14])=[CH:11][CH:12]=2)[CH:6]=1.ClC1C=CC=C(C(OO)=[O:42])C=1>ClCCl>[Cl:32][C:31]1[C:30]([Cl:33])=[CH:29][CH:28]=[CH:27][C:26]=1[N:23]1[CH2:24][CH2:25][N+:20]([O-:42])([CH2:19]/[CH:18]=[CH:17]/[CH2:16][NH:15][C:13](=[O:14])[C:10]2[CH:11]=[CH:12][C:7]([C:5]3[CH:6]=[CH:1][CH:2]=[CH:3][N:4]=3)=[CH:8][CH:9]=2)[CH2:21][CH2:22]1. Procedure: A solution of PG01037, see U.S. 2006/0106030 (288 mg, 0.60 mmol) in 10 mL dichloromethane was treated at 0° C. with meta-chloroperbenzoic acid (0.16 g, 77%, 0.72 mmol). After stirring for 16 h at room temperature, the reaction mixture was successively washed with saturated sodium bicarbonate solution, H2O and brine and dried with sodium sulphate. The volatiles were removed in vacuo and the residue was purified by preparative thin layer chromatography. Yield: 93 mg (32%). Mp. (hydrochloride): foa... Reactants: C(=O)(OCC1=CC=CC=C1)NCCC[C@@H](NC(C(C1=CC=CC=C1)C1=CC=CC=C1)=O)C(=O)N[C@H](C)C1=CC=C(C=C1)OC ((R)-N5 -(Cbz)-N2 -(Diphenylacetyl)-(R)-N-[1-(4-methoxy-phenyl)ethyl]ornithine amide), Cl (HCl). Reagents/catalysts: [Pd] (Pd/C). Run in CO (MeOH). Conditions: time 3 hour. The product is C1(=CC=CC=C1)C(C(=O)N[C@H](CCCN)C(=O)N[C@H](C)C1=CC=C(C=C1)OC)C1=CC=CC=C1 ((R)-N2 -(Diphenylacetyl)-(R)-N-[1-(4-methoxyphenyl)ethyl]ornithine amide). The yield is 95.2%. As a reaction SMILES: C([NH:11][CH2:12][CH2:13][CH2:14][C@H:15]([C:32]([NH:34][C@@H:35]([C:37]1[CH:42]=[CH:41][C:40]([O:43][CH3:44])=[CH:39][CH:38]=1)[CH3:36])=[O:33])[NH:16][C:17](=[O:31])[CH:18]([C:25]1[CH:30]=[CH:29][CH:28]=[CH:27][CH:26]=1)[C:19]1[CH:24]=[CH:23][CH:22]=[CH:21][CH:20]=1)(OCC1C=CC=CC=1)=O.Cl>CO.[Pd]>[C:19]1([CH:18]([C:25]2[CH:30]=[CH:29][CH:28]=[CH:27][CH:26]=2)[C:17]([NH:16][C@@H:15]([C:32]([NH:34][C@@H:35]([C:37]2[CH:42]=[CH:41][C:40]([O:43][CH3:44])=[CH:39][CH:38]=2)[CH3:36])=[O:33])[CH2:14][CH2:13][CH2:12][NH2:11])=[O:31])[CH:24]=[CH:23][CH:22]=[CH:21][CH:20]=1. Procedure details: A solution of (R)-N5 -(Cbz)-N2 -(Diphenylacetyl)-(R)-N-[1-(4-methoxy-phenyl)ethyl]ornithine amide (5.7 g; 9.6 mmol; from step (d) above) and HCl (2 N; 6 mL) in MeOH (200 mL) was flushed with nitrogen prior to the addition of 10% Pd/C (w/w; 530 mg). The heterogeneous solution was briefly flushed with hydrogen and then stirred under 1 atmosphere of hydrogen for 3 hours. When the deprotection was complete, as determined by TLC analysis, the solution was filtered through a pad of Celite to remove th... The reactants are NC1=C(C=C(C=C1)C1=C(C=CC(=C1)C)S(=O)C1=C(C=C(C=C1)C)C1=CC(=C(C=C1)N)[N+](=O)[O-])[N+](=O)[O-] ((4-amino-3-nitrophenyl)-4-methylphenyl sulfoxide), ClC1=C(C=C(C=C1)C1=C(C=CC(=C1)C)S(=O)C1=C(C=C(C=C1)C)C1=CC(=C(C=C1)Cl)[N+](=O)[O-])[N+](=O)[O-] ((4-chloro-3-nitrophenyl)-4-methylphenyl sulfoxide). Product: NC=1C=C(C=CC1Cl)C1=C(C=CC(=C1)C)S(=O)C1=C(C=C(C=C1)C)C1=CC(=C(C=C1)Cl)N ((3-Amino-4-chlorophenyl)-4-methylphenyl sulfoxide). Isolated yield 88.0%. RXN SMILES: NC1C=CC(C2C=C(C)C=CC=2S(C2C=CC(C)=CC=2C2C=CC(N)=C([N+]([O-])=O)C=2)=O)=CC=1[N+]([O-])=O.[Cl:37][C:38]1[CH:43]=[CH:42][C:41]([C:44]2[CH:49]=[C:48]([CH3:50])[CH:47]=[CH:46][C:45]=2[S:51]([C:53]2[CH:58]=[CH:57][C:56]([CH3:59])=[CH:55][C:54]=2[C:60]2[CH:65]=[CH:64][C:63]([Cl:66])=[C:62]([N+:67]([O-])=O)[CH:61]=2)=[O:52])=[CH:40][C:39]=1[N+:70]([O-])=O>>[NH2:67][C:62]1[CH:61]=[C:60]([C:54]2[CH:55]=[C:56]([CH3:59])[CH:57]=[CH:58][C:53]=2[S:51]([C:45]2[CH:46]=[CH:47][C:48]([CH3:50])=[CH:49][C:44]=2[C:41]2[CH:42]=[CH:43][C:38]([Cl:37])=[C:39]([NH2:70])[CH:40]=2)=[O:52])[CH:65]=[CH:64][C:63]=1[Cl:66]. Procedure details: Following the procedure described in Example 2 but using as a starting material instead of (4-amino-3-nitrophenyl)-4-methylphenyl sulfoxide a corresponding amount of (4-chloro-3-nitrophenyl)-4-methylphenyl sulfoxide, the title compound is obtained: M.P.=119°-121° C. Reactants: C1(=CC=CC=C1)P(C1=CC=CC=C1)C1=CC=CC=C1 (triphenylphosphine), BrCC(=O)OCC (ethyl bromoacetate). Run in C1=CC=CC=C1 (benzene). Run at time 16 hour. Product: C(C)OC(=O)C=P(C1=CC=CC=C1)(C1=CC=CC=C1)C1=CC=CC=C1 (Ethoxycarbonylmethylene triphenylphosphorane). Isolated yield 80.4%. As a reaction SMILES: [C:1]1([P:7]([C:14]2[CH:19]=[CH:18][CH:17]=[CH:16][CH:15]=2)[C:8]2[CH:13]=[CH:12][CH:11]=[CH:10][CH:9]=2)[CH:6]=[CH:5][CH:4]=[CH:3][CH:2]=1.Br[CH2:21][C:22]([O:24][CH2:25][CH3:26])=[O:23]>C1C=CC=CC=1>[CH2:25]([O:24][C:22]([CH:21]=[P:7]([C:1]1[CH:2]=[CH:3][CH:4]=[CH:5][CH:6]=1)([C:8]1[CH:13]=[CH:12][CH:11]=[CH:10][CH:9]=1)[C:14]1[CH:15]=[CH:16][CH:17]=[CH:18][CH:19]=1)=[O:23])[CH3:26]. Procedure details: To a solution of triphenylphosphine (26.20 g, 100 mmol) in benzene (150 ml) was added ethyl bromoacetate (16.70 g, 100 mmol) at 0-5° C. The mixture was kept at room temperature for 16 h. The resulting phosphonium salt was filtered, washed with benzene (100 ml), and dried. To a solution of the solid in water (200 ml) was added benzene (200 ml), followed by 10% NaOH solution (100 ml). The organic layer was separated, and the aqueous layer was extracted with benzene (200 ml). The combined organic l... The reactants are C1(=CC=C(C=C1)S(=O)(=O)[O-])C.[NH+]1=CC=CC=C1 (Pyridinium p-toluenesulfonate), C(C)OC(C)OC1CC(=O)OC(C(/C=C/C(C(CC1)C)OC(=O)N1CCN(CC1)C)C)\C(=C\C=C\C(CC1C(C(C(CC)OC(C)OCC)C)O1)(C)OC(C)OCC)\C ((8E,12E,14E)-3,16,21-tris-(1-ethoxyethoxy)-6,10,12,16,20-pentamethyl-7-((4-methylpiperazin-1-yl)carbonyl)oxy-18,19-epoxytricosa-8,12,14-trien-11-olide), C1(=CC=C(C=C1)S(=O)(=O)[O-])C.[NH+]1=CC=CC=C1 (pyridinium p-toluenesulfonate). The solvent is O1CCCC1 (tetrahydrofuran), CC(CO)C (2-methyl-1-propanol), C(C)(=O)OCC (ethyl acetate). Reaction conditions: time 24.5 hour. The product is OC1CC(=O)OC(C(/C=C/C(C(CC1)C)OC(=O)N1CCN(CC1)C)C)\C(=C\C=C\C(CC1C(C(C(CC)O)C)O1)(C)O)\C ((8E,12E,14E)-3,16,21-trihydroxy-6,10,12,16,20-pentamethyl-7-((4-methylpiperazin-1-yl)carbonyl)oxy-18,19-epoxytricosa-8,12,14-trien-11-olide). Isolated yield 65.4%. Reaction SMILES: C(OC([O:6][CH:7]1[CH2:19][CH2:18][CH:17]([CH3:20])[CH:16]([O:21][C:22]([N:24]2[CH2:29][CH2:28][N:27]([CH3:30])[CH2:26][CH2:25]2)=[O:23])[CH:15]=[CH:14][CH:13]([CH3:31])[CH:12](/[C:32](/[CH3:59])=[CH:33]/[CH:34]=[CH:35]/[C:36]([O:53]C(OCC)C)([CH3:52])[CH2:37][CH:38]2[O:51][CH:39]2[CH:40]([CH3:50])[CH:41]([O:44]C(OCC)C)[CH2:42][CH3:43])[O:11][C:9](=[O:10])[CH2:8]1)C)C.C1(C)C=CC(S([O-])(=O)=O)=CC=1.[NH+]1C=CC=CC=1>O1CCCC1.CC(C)CO.C(OCC)(=O)C>[OH:6][CH:7]1[CH2:19][CH2:18][CH:17]([CH3:20])[CH:16]([O:21][C:22]([N:24]2[CH2:25][CH2:26][N:27]([CH3:30])[CH2:28][CH2:29]2)=[O:23])[CH:15]=[CH:14][CH:13]([CH3:31])[CH:12](/[C:32](/[CH3:59])=[CH:33]/[CH:34]=[CH:35]/[C:36]([OH:53])([CH3:52])[CH2:37][CH:38]2[O:51][CH:39]2[CH:40]([CH3:50])[CH:41]([OH:44])[CH2:42][CH3:43])[O:11][C:9](=[O:10])[CH2:8]1 |f:1.2|. Procedure: (8E,12E,14E)-3,16,21-tris-(1-ethoxyethoxy)-6,10,12,16,20-pentamethyl-7-((4-methylpiperazin-1-yl)carbonyl)oxy-18,19-epoxytricosa-8,12,14-trien-11-olide (25.1 mg, 30.0 limol) was dissolved in a 1:1 mixed solution of tetrahydrofuran and 2-methyl-1-propanol (1 mL). Pyridinium p-toluenesulfonate (23.7 mg, 94.3 μmol) was added to the reaction mixture at room temperature. The reaction mixture was stirred at the same temperature for 24.5 hours, and then pyridinium p-toluenesulfonate (8.7 mg, 34.6 μmol) ... Starting materials: OC1=CC=C2NC=C(CCN)C2=C1 (5-hydroxytryptamine), CN(CC(C1=CC=C(C=C1)OC)C1(CCCCC1)O)C (1-[2-dimethylamino-1-(4-methoxylphenyl)ethyl]cyclohexanol), C1=CC(=C(C=C1[C@H](CN)O)O)O (norepinephrine), CN(C)CC(C=1C=CC(=CC1)OC)C2(CCCCC2)O (Venlafaxine), OC1=CC=C2NC=C(CCN)C2=C1 (5-hydroxytryptamine), CN(C)CC(C=1C=CC(=CC1)OC)C2(CCCCC2)O (venlafaxine), ( II ), C1=CC(=C(C=C1[C@H](CN)O)O)O (norepinephrine). Yields the product ( III ), CN(CC(C1=CC=C(C=C1)O)C1(CCCCC1)O)C (1-[2-dimethylamino-1-(4-hydroxyphenyl)ethyl]cyclohexanol). RXN SMILES: [CH3:1][N:2]([CH2:4][CH:5]([C:14]1([OH:20])[CH2:19][CH2:18][CH2:17][CH2:16][CH2:15]1)[C:6]1[CH:7]=[CH:8][C:9]([O:12]C)=[CH:10][CH:11]=1)[CH3:3].OC1C=C2C(NC=C2CCN)=CC=1.C1C([C@@H](O)CN)=CC(O)=C(O)C=1>>[CH3:3][N:2]([CH3:1])[CH2:4][CH:5]([C:14]1([OH:20])[CH2:15][CH2:16][CH2:17][CH2:18][CH2:19]1)[C:6]1[CH:11]=[CH:10][C:9]([OH:12])=[CH:8][CH:7]=1. Procedure: It is reported that venlafaxine of formula (II), 1-[2-dimethylamino-1-(4-methoxylphenyl)ethyl]cyclohexanol, is a reuptake inhibitor of 5-hydroxytryptamine (5-HT) and norepinephrine (NA), and is widely used for inhibiting reuptake of 5-hydroxytryptamine (5-HT) and norepinephrine (NA) and treating or adjuvantly treating central nervous system diseases such as depression. Venlafaxine is metabolized in liver to form a strongly active metabolite of formula (III), 1-[2-dimethylamino-1-(4-hydroxyphenyl... The reactants are CCOC(C)=O, CCCCCC, O=C(O)CC(F)(F)F, Nc1c(C(=O)c2ccccc2)[nH]c2cc(Cl)ccc12. Yields the product O=C(CC(F)(F)F)Nc1c(C(=O)c2ccccc2)[nH]c2cc(Cl)ccc12. As a reaction SMILES: [C:34]([O:35][CH2:36][CH3:37])(=[O:38])[CH3:39].[CH3:28][CH2:29][CH2:30][CH2:31][CH2:32][CH3:33].[F:20][C:21]([CH2:22][C:23](=[O:24])[OH:25])([F:26])[F:27].[NH2:1][c:2]1[c:3]([C:12]([c:13]2[cH:14][cH:15][cH:16][cH:17][cH:18]2)=[O:19])[nH:4][c:5]2[cH:6][c:7]([Cl:11])[cH:8][cH:9][c:10]12>>[NH:1]([c:2]1[c:3]([C:12]([c:13]2[cH:14][cH:15][cH:16][cH:17][cH:18]2)=[O:19])[nH:4][c:5]2[cH:6][c:7]([Cl:11])[cH:8][cH:9][c:10]12)[C:23]([CH2:22][C:21]([F:20])([F:26])[F:27])=[O:24].